Dataset: the Open Reaction Database (ORD), a public repository of structured organic reaction records. Task: describe an organic reaction: reactants, conditions, products, and yield Reactants: OC1=NOC=2CN(CCC21)C(=O)OC(C)(C)C (3-Hydroxy-6-(t-butyloxycarbonyl)-4,5,6,7-tetrahydroisoxazolo[5,4-c]pyridine), C(C)(=O)OC(C)=O (acetic acid anhydride). Solvent: C(Cl)(Cl)Cl (CHCl3). The product is C(C)(=O)N1OC=2CN(CCC2C1=O)C(=O)OC(C)(C)C (2-Acetyl-6-(t-butyloxycarbonyl)-4,5,6,7-tetrahydroisoxazolo[5,4-c]pyridine-3-one). As a reaction SMILES: [OH:1][C:2]1[C:10]2[CH2:9][CH2:8][N:7]([C:11]([O:13][C:14]([CH3:17])([CH3:16])[CH3:15])=[O:12])[CH2:6][C:5]=2[O:4][N:3]=1.[C:18](OC(=O)C)(=[O:20])[CH3:19]>C(Cl)(Cl)Cl>[C:18]([N:3]1[C:2](=[O:1])[C:10]2[CH2:9][CH2:8][N:7]([C:11]([O:13][C:14]([CH3:17])([CH3:16])[CH3:15])=[O:12])[CH2:6][C:5]=2[O:4]1)(=[O:20])[CH3:19]. Procedure: t-BOC THIP (7.2 g) was refluxed with acetic acid anhydride (5.0 g) in 50 ml of CHCl3 for 2 hours. 2-Acetyl-6-(t-butyloxycarbonyl)-4,5,6,7-tetrahydroisoxazolo[5,4-c]pyridine-3-one was isolated as an oil in 6.4 g (76%) yield by column chromatography (Silicagel 60 "Merck") (eluted with ether/CH2Cl2 (1:3)). The t-BOC group was split off as above, yielding 73% of the oxalate. M.P. 177°-178° C. (dec.) (Found: C 44.32; H 4.70; N (10.58); C10H12N2O7 requires C 44.12; H 4.45; N 10.29%). Reactants: CC(=O)c1ccc2c(c1)CCc1c(O)cc(O)cc1S2, CC(=O)[O-], CCO, Cl, NO, [Na+], O. Product: CC(=NO)c1ccc2c(c1)CCc1c(O)cc(O)cc1S2. As a reaction SMILES: [C:1]([CH3:2])(=[O:3])[c:4]1[cH:5][cH:6][c:7]2[c:8]([cH:20]1)[CH2:9][CH2:10][c:11]1[c:12]([cH:14][c:15]([OH:19])[cH:16][c:17]1[OH:18])[S:13]2.[CH3:25][C:26](=[O:27])[O-:28].[CH3:29][CH2:30][OH:31].[ClH:21].[NH2:22][OH:23].[Na+:24].[OH2:32]>>[C:1]([CH3:2])([c:4]1[cH:5][cH:6][c:7]2[c:8]([cH:20]1)[CH2:9][CH2:10][c:11]1[c:12]([cH:14][c:15]([OH:19])[cH:16][c:17]1[OH:18])[S:13]2)=[N:22][OH:23]. Reactants: C=C(C)Cc1c(C)cc(C)c(C)c1O, Cc1ccccc1, [Na+], [OH-], O, Cc1ccc(S(=O)(=O)O)cc1. The product is Cc1cc(C)c2c(c1C)OC(C)(C)C2. Reaction SMILES: [CH3:1][c:2]1[c:3]([OH:14])[c:4]([CH2:10][C:11](=[CH2:12])[CH3:13])[c:5]([CH3:9])[cH:6][c:7]1[CH3:8].[CH3:29][c:30]1[cH:31][cH:32][cH:33][cH:34][cH:35]1.[Na+:28].[OH-:27].[OH2:15].[c:16]1([CH3:17])[cH:18][cH:19][c:20]([S:21]([OH:22])(=[O:23])=[O:24])[cH:25][cH:26]1>>[CH3:1][c:2]1[c:3]2[c:4]([c:5]([CH3:9])[cH:6][c:7]1[CH3:8])[CH2:10][C:11]([CH3:12])([CH3:13])[O:14]2. Starting materials: C(CC)S(=O)(=O)Cl (1-propanesulfonyl chloride), NC1=C(C=C(C(=O)C2=NC(=C3N2C=CC=C3)C=3C=C(C(=O)OC)C=CC3)C=C1)OC (methyl 3-[3-(4-amino-3-methoxybenzoyl)imidazo[1,5-a]pyridin-1-yl]benzoate). Solvent: N1=CC=CC=C1 (pyridine), ClCCl (dichloromethane). Conditions: time 18 hour. The product is COC=1C=C(C(=O)C2=NC(=C3N2C=CC=C3)C=3C=C(C(=O)OC)C=CC3)C=CC1NS(=O)(=O)CCC (Methyl 3-(3-{3-methoxy-4-[(propylsulfonyl)-amino]benzoyl}imidazo[1,5-a]pyridin-1-yl)benzoate). As a reaction SMILES: [CH2:1]([S:4](Cl)(=[O:6])=[O:5])[CH2:2][CH3:3].[NH2:8][C:9]1[CH:35]=[CH:34][C:12]([C:13]([C:15]2[N:19]3[CH:20]=[CH:21][CH:22]=[CH:23][C:18]3=[C:17]([C:24]3[CH:25]=[C:26]([CH:31]=[CH:32][CH:33]=3)[C:27]([O:29][CH3:30])=[O:28])[N:16]=2)=[O:14])=[CH:11][C:10]=1[O:36][CH3:37]>N1C=CC=CC=1.ClCCl>[CH3:37][O:36][C:10]1[CH:11]=[C:12]([CH:34]=[CH:35][C:9]=1[NH:8][S:4]([CH2:1][CH2:2][CH3:3])(=[O:6])=[O:5])[C:13]([C:15]1[N:19]2[CH:20]=[CH:21][CH:22]=[CH:23][C:18]2=[C:17]([C:24]2[CH:25]=[C:26]([CH:31]=[CH:32][CH:33]=2)[C:27]([O:29][CH3:30])=[O:28])[N:16]=1)=[O:14]. Procedure: 0.17 ml (1.5 mmol) of 1-propanesulfonyl chloride is added to 0.5 g (1.24 mmol) of methyl 3-[3-(4-amino-3-methoxybenzoyl)imidazo[1,5-a]pyridin-1-yl]benzoate obtained in example 111 in 6 ml of pyridine. The reaction medium is stirred at ambient temperature for 18 h and then concentrated under reduced pressure. The residue obtained is taken up in dichloromethane. The organic phase obtained is washed with water, dried over sodium sulfate and concentrated under reduced pressure. The residue obtained ... Starting materials: O (water), [N-]=[N+]=[N-].[Na+] (sodium azide), [Cl-].[NH4+] (ammonium chloride), C(CC)C1=NC2=C(N1CC1=CC=C(C=C1)C1=C(C=CC=C1)C#N)C=C(C=C2C)C2=NC1=C(N2C)C=CC=C1 (4'-[[2-n-propyl-4-methyl-6-(1-methylbenzimidazol-2-yl)-benzimidazol-1-yl]-methyl]-2-cyano-biphenyl). Run in CN(C=O)C (di-methylformamide). Reaction conditions: temperature 140 celsius, time 24 hour. Yields the product C(CC)C1=NC2=C(N1CC1=CC=C(C=C1)C1=C(C=CC=C1)C1=NN=NN1)C=C(C=C2C)C2=NC1=C(N2C)C=CC=C1 (4'-[[2-n-Propyl-4-methyl-6-(1-methylbenzimidazol-2-yl)-benzimidazol-1-yl]-methyl]-2-(1H-tetrazol-5-yl)-biphenyl). RXN SMILES: [N-:1]=[N+:2]=[N-:3].[Na+].[Cl-].[NH4+].[CH2:7]([C:10]1[N:14]([CH2:15][C:16]2[CH:21]=[CH:20][C:19]([C:22]3[CH:27]=[CH:26][CH:25]=[CH:24][C:23]=3[C:28]#[N:29])=[CH:18][CH:17]=2)[C:13]2[CH:30]=[C:31]([C:35]3[N:39]([CH3:40])[C:38]4[CH:41]=[CH:42][CH:43]=[CH:44][C:37]=4[N:36]=3)[CH:32]=[C:33]([CH3:34])[C:12]=2[N:11]=1)[CH2:8][CH3:9].O>CN(C)C=O>[CH2:7]([C:10]1[N:14]([CH2:15][C:16]2[CH:17]=[CH:18][C:19]([C:22]3[CH:27]=[CH:26][CH:25]=[CH:24][C:23]=3[C:28]3[NH:29][N:3]=[N:2][N:1]=3)=[CH:20][CH:21]=2)[C:13]2[CH:30]=[C:31]([C:35]3[N:39]([CH3:40])[C:38]4[CH:41]=[CH:42][CH:43]=[CH:44][C:37]=4[N:36]=3)[CH:32]=[C:33]([CH3:34])[C:12]=2[N:11]=1)[CH2:8][CH3:9] |f:0.1,2.3|. Reported procedure: 4.3 g (66 mMol) of sodium azide and 3.5 g (66 mMol) of ammonium chloride are added to a solution of 1.60 g (3.3 mMol) of 4'-[[2-n-propyl-4-methyl-6-(1-methylbenzimidazol-2-yl)-benzimidazol-1-yl]-methyl]-2-cyano-biphenyl in 50 ml of di-methylformamide and the mixture is stirred for 24 hours at 140° C. Then water is added and the precipitate is removed by suction filtering. The crude product thus obtained is purified by chromatography over silica gel (300 g of silica gel, methylene chloride +6% et...